describe an organic reaction: reactants, conditions, products, and yield From a dataset of the Open Reaction Database (ORD), a public repository of structured organic reaction records. Reactants: [N+](=O)([O-])C=1C=C2C(=NN(C2=CC1)C1OCCCC1)C1=NC2=C(N1)C=C(C=C2)CN2CCOCC2 (4-((2-(5-Nitro-1-(tetrahydro-2H-pyran-2-yl)-1H-indazol-3-yl)-1H-benzo[d]imidazol-6-yl)methyl)morpholine), [H][H] (hydrogen). The reagents and catalysts are [Pd] (Pd/C). The solvent is C(C)O (ethanol). Product: O1CCN(CC1)CC=1C=CC2=C(NC(=N2)C2=NN(C3=CC=C(C=C23)N)C2OCCCC2)C1 (3-(6-(morpholinomethyl)-1H-benzo[d]imidazol-2-yl)-1-(tetrahydro-2H-pyran-2-yl)-1H-indazol-5-amine). The yield is 80.7%. As a reaction SMILES: [N+:1]([C:4]1[CH:5]=[C:6]2[C:10](=[CH:11][CH:12]=1)[N:9]([CH:13]1[CH2:18][CH2:17][CH2:16][CH2:15][O:14]1)[N:8]=[C:7]2[C:19]1[NH:23][C:22]2[CH:24]=[C:25]([CH2:28][N:29]3[CH2:34][CH2:33][O:32][CH2:31][CH2:30]3)[CH:26]=[CH:27][C:21]=2[N:20]=1)([O-])=O.[H][H]>C(O)C.[Pd]>[O:32]1[CH2:33][CH2:34][N:29]([CH2:28][C:25]2[CH:26]=[CH:27][C:21]3[N:20]=[C:19]([C:7]4[C:6]5[C:10](=[CH:11][CH:12]=[C:4]([NH2:1])[CH:5]=5)[N:9]([CH:13]5[CH2:18][CH2:17][CH2:16][CH2:15][O:14]5)[N:8]=4)[NH:23][C:22]=3[CH:24]=2)[CH2:30][CH2:31]1. Procedure: 4-((2-(5-Nitro-1-(tetrahydro-2H-pyran-2-yl)-1H-indazol-3-yl)-1H-benzo[d]imidazol-6-yl)methyl)morpholine (20 mg, 0.043 mmol) was added to the 10% Pd/C (5 mg) in ethanol (10 mL) and then hydrogen gas (60 psi) was applied for 6 h at room temperature. The reaction mixture was filtered through Celite, and the solvent was removed in vacuo. Purification by flash chromatography (5% CH3OH/CH2Cl2) afforded the title compound (15 mg) as a white solid.